From a dataset of the Open Reaction Database (ORD), a public repository of structured organic reaction records. describe an organic reaction: reactants, conditions, products, and yield The reactants are Clc1ccccc1, Cc1cc(Cl)nc2ccccc12, c1nc[nH]n1. The product is Cl, Cc1cc(-n2cncn2)nc2ccccc12. Reaction SMILES: [Cl:18][c:19]1[cH:20][cH:21][cH:22][cH:23][cH:24]1.[Cl:1][c:2]1[n:3][c:4]2[cH:5][cH:6][cH:7][cH:8][c:9]2[c:10]([CH3:12])[cH:11]1.[nH:13]1[n:14][cH:15][n:16][cH:17]1>>[ClH:1].[c:2]1(-[n:13]2[n:14][cH:15][n:16][cH:17]2)[n:3][c:4]2[cH:5][cH:6][cH:7][cH:8][c:9]2[c:10]([CH3:12])[cH:11]1. Yields the product NC=1C=C2C=NC(=NC2=CC1)C=1C=CC2=C(CCO2)C1 (6-amino-2-(2,3-dihydro-benzofuran-5-yl)-quinazoline). Reactants: NC=1C=C2C=NC(=NC2=CC1)C1=CC2=C(OCO2)C=C1 (6-amino-2-(1,3-benzodioxol-5-yl)-quinazoline), C(Cl)(Cl)Cl.CO (CHCl3 MeOH). Isolated yield 73.0%. As a reaction SMILES: [NH2:1][C:2]1[CH:3]=[C:4]2[C:9](=[CH:10][CH:11]=1)[N:8]=[C:7]([C:12]1[CH:20]=[CH:19][C:15]3[O:16][CH2:17]O[C:14]=3[CH:13]=1)[N:6]=[CH:5]2.[CH:21](Cl)(Cl)Cl.CO>>[NH2:1][C:2]1[CH:3]=[C:4]2[C:9](=[CH:10][CH:11]=1)[N:8]=[C:7]([C:12]1[CH:20]=[CH:19][C:15]3[O:16][CH2:17][CH2:21][C:14]=3[CH:13]=1)[N:6]=[CH:5]2 |f:1.2|. Procedure: This compound was synthesized in 73% yield, according to the procedure described in example 1 for the synthesis of 6-amino-2-(1,3-benzodioxol-5-yl)-quinazoline. C16H13N3O, MW: 263.30. TLC(CHCl3/MeOH 9/1) Rf=0.65. Reactants: COc1ccc(CC[N+](=O)[O-])cc1OC, O=C(CCI)CCc1ccc(Cl)cc1, C1CCOC1. The product is COc1ccc(CC(CCC(=O)CCc2ccc(Cl)cc2)[N+](=O)[O-])cc1OC. Reaction SMILES: [CH3:1][O:2][c:3]1[cH:4][c:5]([CH2:11][CH2:12][N+:13](=[O:14])[O-:15])[cH:6][cH:7][c:8]1[O:9][CH3:10].[I:16][CH2:17][CH2:18][C:19]([CH2:20][CH2:21][c:22]1[cH:23][cH:24][c:25]([Cl:28])[cH:26][cH:27]1)=[O:29].[O:30]1[CH2:31][CH2:32][CH2:33][CH2:34]1>>[CH3:1][O:2][c:3]1[cH:4][c:5]([CH2:11][CH:12]([N+:13](=[O:14])[O-:15])[CH2:17][CH2:18][C:19]([CH2:20][CH2:21][c:22]2[cH:23][cH:24][c:25]([Cl:28])[cH:26][cH:27]2)=[O:29])[cH:6][cH:7][c:8]1[O:9][CH3:10]. The reactants are CN(C1=CC=C(C=O)C=C1)C (4-(dimethylamino)benzaldehyde), C1(=CC=CC=C1)CC(=O)N (2-phenylacetamide), C[Si](C)(C)Cl (TMSCl). Run in ClCCCl (DCE). Reaction conditions: temperature 70 celsius. Yields the product CN(C1=CC=C(C=C1)C(NC(CC1=CC=CC=C1)=O)NC(CC1=CC=CC=C1)=O)C (N,N′-((4-(dimethylamino)phenyl)methylene)bis(2-phenylacetamide)). Yield: 34.9%. As a reaction SMILES: [CH3:1][N:2]([CH3:11])[C:3]1[CH:10]=[CH:9][C:6]([CH:7]=O)=[CH:5][CH:4]=1.[C:12]1([CH2:18][C:19]([NH2:21])=[O:20])[CH:17]=[CH:16][CH:15]=[CH:14][CH:13]=1.C[Si](Cl)(C)C>ClCCCl>[CH3:1][N:2]([CH3:11])[C:3]1[CH:10]=[CH:9][C:6]([CH:7]([NH:21][C:19](=[O:20])[CH2:18][C:12]2[CH:17]=[CH:16][CH:15]=[CH:14][CH:13]=2)[NH:21][C:19](=[O:20])[CH2:18][C:12]2[CH:17]=[CH:16][CH:15]=[CH:14][CH:13]=2)=[CH:5][CH:4]=1. Procedure: To a suspension of 4-(dimethylamino)benzaldehyde (149 mg, 1 mmol) and 2-phenylacetamide (270 mg, 2 mmol) in 2 mL anhydrous DCE, TMSCl (216 mg, 2 mmol) was added. The mixture was heated at 70° C. for 12 h, then cooled to room temperature and the crude product precipitated from the solution. The crude product was recrystallized with methanol and hexane to give the final product (140 mg, 35%). 1H NMR (400 MHz, DMSO-d6) δ 8.89 (d, J=8.0 Hz, 2H), 7.59 (s, 2H), 7.41 (d, J=8.8 Hz, 2H), 7.21-7.32 (m, 10...